Dataset: the Open Reaction Database (ORD), a public repository of structured organic reaction records. Task: describe an organic reaction: reactants, conditions, products, and yield Reactants: C(C)(C)(C)OC([C@@H](NC(=O)OC(C)(C)C)CO)=O (N-Boc-L-serine tert-butyl ester), C(C)OC(C(C)C#N)=O (ethyl-2-cyanopropionate), O.C1(=CC=C(C=C1)S(=O)(=O)O)C (p-toluenesulfonic acid monohydrate). The solvent is C1(=CC=CC=C1)C (toluene). Product: C(C)(C)(C)OC([C@@H](N(C(=O)OC(C)(C)C)CC(C)C#N)CO)=O (N-(2-cyanopropyl)-N-Boc-L-serine tert-butyl ester). As a reaction SMILES: [C:1]([O:5][C:6](=[O:18])[C@H:7]([CH2:16][OH:17])[NH:8][C:9]([O:11][C:12]([CH3:15])([CH3:14])[CH3:13])=[O:10])([CH3:4])([CH3:3])[CH3:2].C(O[C:22](=O)[CH:23]([C:25]#[N:26])[CH3:24])C.O.C1(C)C=CC(S(O)(=O)=O)=CC=1>C1(C)C=CC=CC=1>[C:1]([O:5][C:6](=[O:18])[C@H:7]([CH2:16][OH:17])[N:8]([CH2:22][CH:23]([C:25]#[N:26])[CH3:24])[C:9]([O:11][C:12]([CH3:15])([CH3:14])[CH3:13])=[O:10])([CH3:4])([CH3:2])[CH3:3] |f:2.3|. Procedure details: To a 100 mL flask with a Dean-Stark condenser and an argon inlet was added N-Boc-L-serine tert-butyl ester 2 (5.00 g, 19.1 mmol), ethyl-2-cyanopropionate (3.65 g, 28.7 mmol), p-toluenesulfonic acid monohydrate (0.200 g, 1.05 mmol) and anhydrous toluene (60 mL). The reaction mixture was heated to reflux while stirring. Solvent was removed through the Dean-Stark trap and replaced with an equal amount of fresh toluene. After refluxing for 6 h, the reaction mixture was cooled to room temperature. Th... The reactants are CC(C)N(NC(=O)c1ccccc1)C(=O)COc1ccc(F)cc1Br, O=C([O-])[O-], COCCOC, O=[N+]([O-])c1ccccc1B(O)O, [Na+], [Na+]. The product is CC(C)N(NC(=O)c1ccccc1)C(=O)COc1ccc(F)cc1-c1ccccc1[N+](=O)[O-]. As a reaction SMILES: [Br:1][c:2]1[c:3]([O:4][CH2:5][C:6](=[O:7])[N:8]([NH:9][C:10]([c:11]2[cH:12][cH:13][cH:14][cH:15][cH:16]2)=[O:17])[CH:18]([CH3:19])[CH3:20])[cH:21][cH:22][c:23]([F:25])[cH:24]1.[C:26](=[O:27])([O-:28])[O-:29].[CH3:44][O:45][CH2:46][CH2:47][O:48][CH3:49].[N+:32](=[O:33])([O-:34])[c:35]1[c:36]([B:41]([OH:42])[OH:43])[cH:37][cH:38][cH:39][cH:40]1.[Na+:30].[Na+:31]>>[c:2]1(-[c:36]2[c:35]([N+:32](=[O:33])[O-:34])[cH:40][cH:39][cH:38][cH:37]2)[c:3]([O:4][CH2:5][C:6](=[O:7])[N:8]([NH:9][C:10]([c:11]2[cH:12][cH:13][cH:14][cH:15][cH:16]2)=[O:17])[CH:18]([CH3:19])[CH3:20])[cH:21][cH:22][c:23]([F:25])[cH:24]1. Reactants: C1CCOC1, CC[Mg+], CCOC1=CC(=O)CCC1, [Cl-], Cl. Yields the product CCC1=CC(=O)CCC1. RXN SMILES: [CH2:16]1[O:17][CH2:18][CH2:19][CH2:20]1.[CH2:2]([CH3:3])[Mg+:4].[CH2:5]([O:6][C:8]1=[CH:9][C:10](=[O:14])[CH2:11][CH2:12][CH2:13]1)[CH3:7].[Cl-:1].[ClH:15]>>[CH2:2]([CH3:3])[C:8]1=[CH:9][C:10](=[O:14])[CH2:11][CH2:12][CH2:13]1. As a reaction SMILES: [Cl:19][c:20]1[cH:21][c:22]2[cH:23][c:24]([C:29](=[O:30])[OH:31])[nH:25][c:26]2[cH:27][cH:28]1.[ClH:1].[NH2:2][CH:3]([C:4](=[O:5])[N:6]1[CH2:7][CH2:8][CH:9]([OH:12])[CH2:10][CH2:11]1)[CH2:13][c:14]1[n:15][cH:16][nH:17][cH:18]1>>[NH:2]([CH:3]([C:4](=[O:5])[N:6]1[CH2:7][CH2:8][CH:9]([OH:12])[CH2:10][CH2:11]1)[CH2:13][c:14]1[n:15][cH:16][nH:17][cH:18]1)[C:29]([c:24]1[cH:23][c:22]2[cH:21][c:20]([Cl:19])[cH:28][cH:27][c:26]2[nH:25]1)=[O:30]. Starting materials: O=C(O)c1cc2cc(Cl)ccc2[nH]1, Cl, NC(Cc1c[nH]cn1)C(=O)N1CCC(O)CC1. Product: O=C(NC(Cc1c[nH]cn1)C(=O)N1CCC(O)CC1)c1cc2cc(Cl)ccc2[nH]1. The reactants are Cl (hydrochloric acid), COC(C1=CC(=C(C=C1)OC)C(C)=O)=O (3-Acetyl-4-methoxy-benzoic acid methyl ester), C(C)(C)[N-]C(C)C.[Li+] (lithium diisopropylamide), CC=1C=C(C=O)C=CC1 (3-methylbenzaldehyde), [BH4-].[Na+] (sodium borohydride). Solvent: CC(OCC)=O (EA), C1CCOC1 (THF). Conditions: temperature -78 celsius, time 10 minute. The product is COC(C1=CC(=C(C=C1)OC)C(CC(C=1C=C(C=CC1)C)O)O)=O (3-(1,3-Dihydroxy-3-m-tolyl-propyl)-4-methoxy-benzoic acid methyl ester). Yield: 58.9%. Reaction SMILES: [CH3:1][O:2][C:3](=[O:15])[C:4]1[CH:9]=[CH:8][C:7]([O:10][CH3:11])=[C:6]([C:12](=[O:14])[CH3:13])[CH:5]=1.C([N-]C(C)C)(C)C.[Li+].[CH3:24][C:25]1[CH:26]=[C:27]([CH:30]=[CH:31][CH:32]=1)[CH:28]=[O:29].Cl.[BH4-].[Na+]>C1COCC1.CC(=O)OCC>[CH3:1][O:2][C:3](=[O:15])[C:4]1[CH:9]=[CH:8][C:7]([O:10][CH3:11])=[C:6]([CH:12]([OH:14])[CH2:13][CH:28]([OH:29])[C:27]2[CH:26]=[C:25]([CH3:24])[CH:32]=[CH:31][CH:30]=2)[CH:5]=1 |f:1.2,5.6|. Procedure details: 3-Acetyl-4-methoxy-benzoic acid methyl ester (150 mg, 0.720 mmol) was dissolved in THF (3 ml), cooled to −78° C., and a freshly prepared solution of lithium diisopropylamide (obtained by addition of n-butyllithium in n-hexane (0.317 ml, 2.5 M solution) to diisopropylamine (80.1 mg, 0.792 mmol) in THF (3 ml) at 0° C. and stirring for 10 min) was slowly added with stirring. After 10 min, 3-methylbenzaldehyde (86.5 mg, 0.720 mmol) was added at −78° C. After 30 min at −78° C., 2 N hydrochloric acid ... Starting materials: C([O-])([O-])=O.[K+].[K+] (Potassium carbonate), C1OC2=C(C=CC=C2O1)O (2,3-methylenedioxyphenol), ClC1=NC=NC2=CC(=C(C=C12)OC)OCCCN1CCOCC1 (4-Chloro-6-methoxy-7-(3-morpholinopropoxy)quinazoline). Solvent: O (water), CN(C)C=O (DMF). Conditions: time 10 minute. Product: COC=1C=C2C(=NC=NC2=CC1OCCCN1CCOCC1)OC1=C2C(=CC=C1)OCO2 (6-methoxy-4-(2,3-methylenedioxyphenoxy)-7-(3-morpholinopropoxy)quinazoline). Yield: 82.0%. Reaction SMILES: C(=O)([O-])[O-].[K+].[K+].[CH2:7]1[O:15][C:14]2[C:9](=[C:10]([OH:16])[CH:11]=[CH:12][CH:13]=2)[O:8]1.Cl[C:18]1[C:27]2[C:22](=[CH:23][C:24]([O:30][CH2:31][CH2:32][CH2:33][N:34]3[CH2:39][CH2:38][O:37][CH2:36][CH2:35]3)=[C:25]([O:28][CH3:29])[CH:26]=2)[N:21]=[CH:20][N:19]=1>CN(C=O)C.O>[CH3:29][O:28][C:25]1[CH:26]=[C:27]2[C:22](=[CH:23][C:24]=1[O:30][CH2:31][CH2:32][CH2:33][N:34]1[CH2:35][CH2:36][O:37][CH2:38][CH2:39]1)[N:21]=[CH:20][N:19]=[C:18]2[O:16][C:10]1[CH:11]=[CH:12][CH:13]=[C:14]2[O:15][CH2:7][O:8][C:9]=12 |f:0.1.2|. Reported procedure: Potassium carbonate (0.092 g) was added to a solution of 2,3-methylenedioxyphenol (0.067 g) in DMF (3 ml) and the mixture was stirred at ambient temperature for 10 minutes. 4-Chloro-6-methoxy-7-(3-morpholinopropoxy)quinazoline (0.15 g) was added and the mixture was heated to 70° C. for 3 hours. The mixture was diluted with water and extracted with ethyl acetate. The organic phase was washed with water and with brine, dried over magnesium sulphate and evaporated. There was thus obtained the title... The reactants are ClC1=C(C=CC(=C1)OC)C1=C(C(=NC=N1)NC(CCC)CCC)N (6-(2-Chloro-4-methoxy-phenyl)-N4-(1-propyl-butyl)-pyrimidine-4,5-diamine), C(C(=O)C)(=O)OCC (ethyl pyruvate). The solvent is C(C)O (ethanol). Reaction conditions: temperature 100 celsius, time 18 hour. Yields the product ClC1=C(C=CC(=C1)OC)C1=NC=NC=2N(C(C(=NC12)C)=O)C(CCC)CCC (4-(2-chloro-4-methoxy-phenyl)-6-methyl-8-(1-propyl-butyl)-8H-pteridin-7-one). RXN SMILES: [Cl:1][C:2]1[CH:7]=[C:6]([O:8][CH3:9])[CH:5]=[CH:4][C:3]=1[C:10]1[N:15]=[CH:14][N:13]=[C:12]([NH:16][CH:17]([CH2:21][CH2:22][CH3:23])[CH2:18][CH2:19][CH3:20])[C:11]=1[NH2:24].[C:25](OCC)(=[O:29])[C:26]([CH3:28])=O>C(O)C>[Cl:1][C:2]1[CH:7]=[C:6]([O:8][CH3:9])[CH:5]=[CH:4][C:3]=1[C:10]1[C:11]2[N:24]=[C:26]([CH3:28])[C:25](=[O:29])[N:16]([CH:17]([CH2:21][CH2:22][CH3:23])[CH2:18][CH2:19][CH3:20])[C:12]=2[N:13]=[CH:14][N:15]=1. Procedure: 6-(2-Chloro-4-methoxy-phenyl)-N4-(1-propyl-butyl)-pyrimidine-4,5-diamine (0.29 g, 0.83 mmol) was diluted in ethanol (8 ml) and ethyl pyruvate was added (0.92 ml, 8.3 mmol). The mixture was stirred for 18 hours at which time the solution was concentrated. The residue was diluted in glacial acetic acid (10 ml) and warmed to 100° C. for 1 hour. After concentrating the solution the product was purified by reverse phase HPLC to yield 13.5 mg of 4-(2-chloro-4-methoxy-phenyl)-6-methyl-8-(1-propyl-butyl... Yield: 67.2%. As a reaction SMILES: [CH3:1][O:2][C:3]1[CH:4]=[C:5]([CH:11]2[C:16](=[O:17])[N:15]([CH3:18])[C:14]3[CH:19]=[CH:20][CH:21]=[CH:22][C:13]=3[S:12]2)[CH:6]=[CH:7][C:8]=1[O:9][CH3:10].[Br:23][CH2:24][CH2:25][CH2:26][CH2:27]Br>>[Br:23][CH2:24][CH2:25][CH2:26][CH2:27][C:11]1([C:5]2[CH:6]=[CH:7][C:8]([O:9][CH3:10])=[C:3]([O:2][CH3:1])[CH:4]=2)[C:16](=[O:17])[N:15]([CH3:18])[C:14]2[CH:19]=[CH:20][CH:21]=[CH:22][C:13]=2[S:12]1. Product: BrCCCCC1(SC2=C(N(C1=O)C)C=CC=C2)C2=CC(=C(C=C2)OC)OC (2-(4-Bromobutyl)-3,4-dihydro-2-(3,4-dimethoxyphenyl)-4-methyl-3-oxo-2H-1,4-benzothiazine). The reactants are COC=1C=C(C=CC1OC)C1SC2=C(N(C1=O)C)C=CC=C2 (3,4-Dihydro-2-(3,4-dimethoxyphenyl)-4-methyl-3-oxo-2H-1,4-benzothiazine), BrCCCCBr (1,4-dibromobutane). Reported procedure: 3,4-Dihydro-2-(3,4-dimethoxyphenyl)-4-methyl-3-oxo-2H-1,4-benzothiazine (5.0 g) and 1,4-dibromobutane (10.3 g) are treated by the similar method as in Example 12 to give 4.8 g (66.9%) of the titled compound. The reactants are [Br-], CCCCCC, O=Cc1cccc2[nH]ccc12, [Li]CCCC, C1CCOC1, Oc1ccc(C[P+](c2ccccc2)(c2ccccc2)c2ccccc2)cc1. The product is Oc1ccc(C=Cc2cccc3[nH]ccc23)cc1. As a reaction SMILES: [Br-:1].[CH3:50][CH2:51][CH2:52][CH2:53][CH2:54][CH3:55].[CH:34](=[O:35])[c:36]1[c:37]2[cH:38][cH:39][nH:40][c:41]2[cH:42][cH:43][cH:44]1.[Li:29][CH2:30][CH2:31][CH2:32][CH3:33].[O:45]1[CH2:46][CH2:47][CH2:48][CH2:49]1.[OH:2][c:3]1[cH:4][cH:5][c:6]([CH2:7][P+:8]([c:9]2[cH:10][cH:11][cH:12][cH:13][cH:14]2)([c:15]2[cH:16][cH:17][cH:18][cH:19][cH:20]2)[c:21]2[cH:22][cH:23][cH:24][cH:25][cH:26]2)[cH:27][cH:28]1>>[OH:2][c:3]1[cH:4][cH:5][c:6]([CH:7]=[CH:34][c:36]2[c:37]3[cH:38][cH:39][nH:40][c:41]3[cH:42][cH:43][cH:44]2)[cH:27][cH:28]1.